Dataset: the Open Reaction Database (ORD), a public repository of structured organic reaction records. Task: describe an organic reaction: reactants, conditions, products, and yield Starting materials: C(C)(C)OC=1C=C(C=CC1OC)C(CC)=O (3′-Isopropoxy-4′-methoxypropiophenone). Solvent: C(C)(=O)OCC.CCCCCC (ethyl acetate hexane). The product is OC=1C=C(C=CC1OC)C(CC)=O (3′-Hydroxy-4′-methoxypropiophenone). RXN SMILES: C([O:4][C:5]1[CH:6]=[C:7]([C:13](=[O:16])[CH2:14][CH3:15])[CH:8]=[CH:9][C:10]=1[O:11][CH3:12])(C)C>C(OCC)(=O)C.CCCCCC>[OH:4][C:5]1[CH:6]=[C:7]([C:13](=[O:16])[CH2:14][CH3:15])[CH:8]=[CH:9][C:10]=1[O:11][CH3:12] |f:1.2|. Procedure details: Concentration of fraction B (Rf 0.6 in 1:1 v/v ethyl acetate/hexane) afforded the starting ether 10 (207 mg, 50% recovery) as a white solid that was identical, as judged by 1H NMR spectroscopic analysis, with authentic material. Reactants: Brc1ccc2c(c1)CCO2, CCN(CC)c1ccc(N)cc1, CC(C)(C)[O-], Cc1ccccc1, [Na+], O=C(C=Cc1ccccc1)C=Cc1ccccc1, O=C(C=Cc1ccccc1)C=Cc1ccccc1, O=C(C=Cc1ccccc1)C=Cc1ccccc1, [Pd], [Pd]. Product: CCN(CC)c1ccc(Nc2ccc3c(c2)CCO3)cc1. As a reaction SMILES: [Br:13][c:14]1[cH:15][cH:16][c:17]2[c:18]([cH:22]1)[CH2:19][CH2:20][O:21]2.[CH2:1]([CH3:2])[N:3]([c:4]1[cH:5][cH:6][c:7]([NH2:10])[cH:8][cH:9]1)[CH2:11][CH3:12].[CH3:23][C:24]([CH3:25])([O-:26])[CH3:27].[CH3:85][c:86]1[cH:87][cH:88][cH:89][cH:90][cH:91]1.[Na+:28].[O:31]=[C:32]([CH:33]=[CH:34][c:35]1[cH:36][cH:37][cH:38][cH:39][cH:40]1)[CH:41]=[CH:42][c:43]1[cH:44][cH:45][cH:46][cH:47][cH:48]1.[O:49]=[C:50]([CH:51]=[CH:52][c:53]1[cH:54][cH:55][cH:56][cH:57][cH:58]1)[CH:59]=[CH:60][c:61]1[cH:62][cH:63][cH:64][cH:65][cH:66]1.[O:67]=[C:68]([CH:69]=[CH:70][c:71]1[cH:72][cH:73][cH:74][cH:75][cH:76]1)[CH:77]=[CH:78][c:79]1[cH:80][cH:81][cH:82][cH:83][cH:84]1.[Pd:29].[Pd:30]>>[CH2:1]([CH3:2])[N:3]([c:4]1[cH:5][cH:6][c:7]([NH:10][c:14]2[cH:15][cH:16][c:17]3[c:18]([cH:22]2)[CH2:19][CH2:20][O:21]3)[cH:8][cH:9]1)[CH2:11][CH3:12]. The reactants are S(=O)(=O)(N)N (sulfamide), NCC1(CCCCC1)NC1=CC=CC=C1 ((1-aminomethylcyclohexyl)phenylamine), N1=CC=CC=C1 (pyridine). Reaction conditions: time 24 hour. The product is NCC1(CCCCC1)N(S(=O)(=O)C)C1=CC=CC=C1 (N-(1-aminomethylcyclohexyl)-N-phenylmethanesulfonamide). Yield: 50.0%. RXN SMILES: [S:1](N)(N)(=[O:3])=[O:2].[NH2:6][CH2:7][C:8]1([NH:14][C:15]2[CH:20]=[CH:19][CH:18]=[CH:17][CH:16]=2)[CH2:13][CH2:12][CH2:11][CH2:10][CH2:9]1.N1C=CC=C[CH:22]=1>>[NH2:6][CH2:7][C:8]1([N:14]([C:15]2[CH:20]=[CH:19][CH:18]=[CH:17][CH:16]=2)[S:1]([CH3:22])(=[O:3])=[O:2])[CH2:13][CH2:12][CH2:11][CH2:10][CH2:9]1. Procedure details: 105 mg (1.09 mmol) of sulfamide are added to a solution of 200 mg of (1-aminomethylcyclohexyl)phenylamine (obtained in Example 2b) in 5 ml of pyridine. The medium is stirred at room temperature for 24 h and then at reflux for 2 h. At room temperature, the medium is evaporated and taken up with ethyl acetate and washed with water. The organic phases are collected and dried over sodium sulfate. The solvents are evaporated. The residue is chromatographed on silica gel (ethyl acetate/heptane). 130 m... Reactants: C1CCOC1, COC(=O)c1nc(Br)cnc1N, Cl, [Li+], [OH-], O. The product is Nc1ncc(Br)nc1C(=O)O. RXN SMILES: [CH2:16]1[O:17][CH2:18][CH2:19][CH2:20]1.[CH3:1][O:2][C:3](=[O:4])[c:5]1[n:6][c:7]([Br:12])[cH:8][n:9][c:10]1[NH2:11].[ClH:15].[Li+:13].[OH-:14].[OH2:21]>>[O:2]=[C:3]([OH:4])[c:5]1[n:6][c:7]([Br:12])[cH:8][n:9][c:10]1[NH2:11]. The reactants are ClC1=NC2=CC=C(C=C2C(=N1)Cl)CC (2,4-dichloro-6-ethylquinazoline), ice water, O (water), N (Ammonia). The solvent is CO (methanol), C(Cl)(Cl)Cl (chloroform). Conditions: time 18 hour. Yields the product NC1=NC(=NC2=CC=C(C=C12)CC)Cl (4-amino-2-chloro-6-ethylquinazoline). Reaction SMILES: [Cl:1][C:2]1[N:11]=[C:10](Cl)[C:9]2[C:4](=[CH:5][CH:6]=[C:7]([CH2:13][CH3:14])[CH:8]=2)[N:3]=1.[NH3:15].O>CO.C(Cl)(Cl)Cl>[NH2:15][C:10]1[C:9]2[C:4](=[CH:5][CH:6]=[C:7]([CH2:13][CH3:14])[CH:8]=2)[N:3]=[C:2]([Cl:1])[N:11]=1. Reported procedure: A solution of 2,4-dichloro-6-ethylquinazoline (10.8 g) in methanol and chloroform (70 ml) was cooled with ice-water. Ammonia was passed through the reaction mixture for 20 minutes and the mixture was allowed to stand for 18 hours at ambient temperature. The resultant mixture was concentrated under reduced pressure to give a residue, to which was added water and heated to 50°-60° C. with stirring. The precipitates was separated by filtration, washed with hot water and recrystallized from dioxane ...